From a dataset of the Open Reaction Database (ORD), a public repository of structured organic reaction records. describe an organic reaction: reactants, conditions, products, and yield The reactants are CCO, O=CNc1ccc(CSC(=S)N2Cc3[nH]c4ccccc4c3CC2C(=O)O)cc1, Cl, O=C(O)CS. Product: Nc1ccc(CSC(=S)N2Cc3[nH]c4ccccc4c3CC2C(=O)O)cc1. Reaction SMILES: [CH3:36][CH2:37][OH:38].[CH:1](=[O:2])[NH:3][c:4]1[cH:5][cH:6][c:7]([CH2:8][S:9][C:10](=[S:11])[N:12]2[CH2:13][c:14]3[nH:15][c:16]4[cH:17][cH:18][cH:19][cH:20][c:21]4[c:22]3[CH2:23][CH:24]2[C:25](=[O:26])[OH:27])[cH:28][cH:29]1.[ClH:35].[OH:30][C:31]([CH2:32][SH:33])=[O:34]>>[NH2:3][c:4]1[cH:5][cH:6][c:7]([CH2:8][S:9][C:10](=[S:11])[N:12]2[CH2:13][c:14]3[nH:15][c:16]4[cH:17][cH:18][cH:19][cH:20][c:21]4[c:22]3[CH2:23][CH:24]2[C:25](=[O:26])[OH:27])[cH:28][cH:29]1. Reactants: Pd(PPh)3Cl2, CuO, COC(N[C@@H](C(C)(C)C)C(=O)NN(C[C@@](CC1=CC=CC=C1)(C(N[C@@H]1[C@@H](CC2=CC=CC=C12)O)=O)O)CC1=CC=C(C=C1)Br)=O ({(1S)-1-[N′-(4-Bromo-benzyl)-N′-((2S)-2-hydroxy-2-((1S,2R)-2-hydroxy-indan-1-ylcarbamoyl)-3-phenyl-propyl)-hydrazinocarbonyl]-2,2-dimethyl-propyl}-carbamic acid methyl ester), CCCC[Sn](CCCC)(CCCC)C1=CN=CC=C1 (3-(1,1,1-tributylstannyl)pyridine). Product: COC(N[C@@H](C(C)(C)C)C(=O)N(NC[C@@](CC1=CC=CC=C1)(C(N[C@@H]1[C@@H](CC2=CC=CC=C12)O)=O)O)CC1=CC=C(C=C1)C=1C=NC=CC1)=O ({(1S)-1-[N′-[(2S)-2-Hydroxy-2-((1S,2R)-2-hydroxy-indan-1-ylcarbamoyl)-3-phenyl-propyl]-N-[4-(pyridin-3-yl)-benzyl]-hydrazinocarbonyl]-2,2-dimethyl-propyl}-carbamic acid methyl ester), product. Isolated yield 27.0%. Reaction SMILES: [CH3:1][O:2][C:3](=[O:45])[NH:4][C@H:5]([C:10]([NH:12][N:13](CC1C=CC(Br)=CC=1)[CH2:14][C@:15]([OH:36])([C:23](=[O:35])[NH:24][C@H:25]1[C:33]2[C:28](=[CH:29][CH:30]=[CH:31][CH:32]=2)[CH2:27][C@H:26]1[OH:34])[CH2:16][C:17]1[CH:22]=[CH:21][CH:20]=[CH:19][CH:18]=1)=[O:11])[C:6]([CH3:9])([CH3:8])[CH3:7].CCCC[Sn]([C:59]1[CH:64]=[CH:63][CH:62]=[N:61][CH:60]=1)(CCCC)CCCC>>[CH3:1][O:2][C:3](=[O:45])[NH:4][C@H:5]([C:10]([N:12]([CH2:16][C:17]1[CH:22]=[CH:21][C:20]([C:59]2[CH:60]=[N:61][CH:62]=[CH:63][CH:64]=2)=[CH:19][CH:18]=1)[NH:13][CH2:14][C@:15]([OH:36])([C:23](=[O:35])[NH:24][C@H:25]1[C:33]2[C:28](=[CH:29][CH:30]=[CH:31][CH:32]=2)[CH2:27][C@H:26]1[OH:34])[CH2:16][C:17]1[CH:18]=[CH:19][CH:20]=[CH:21][CH:22]=1)=[O:11])[C:6]([CH3:7])([CH3:8])[CH3:9]. Procedure: The title compound was prepared according to Method A, using compound 19 (90.0 mg, 0.132 mmol), 3-(1,1,1-tributylstannyl)pyridine (194 mg, 0.527 mmol), Pd(PPh)3Cl2 (4.63 mg, 0.0065 mmol) and CuO (10.5 mg, 0.132 mmol). The product (24.0 mg, 27%) was afforded as a white solid after purification by RP-LC-MS (40 min gradient of 10-100% CH3CN in 0.05% aqueous formic acid). Reactants: C(C)(=O)NCCNC(=O)C=1SC(=CC1)C1=NC=C(C(=N1)NC1=NN(C(=C1)C1CC1)C(C)=O)C#C[Si](C)(C)C (N-(2-acetamidoethyl)-5-(4-(1-acetyl-5-cyclopropyl-1H-pyrazol-3-ylamino)-5-((trimethylsilyl)ethynyl)pyrimidin-2-yl)thiophene-2-carboxamide), C(=O)([O-])[O-].[K+].[K+] (K2CO3). The solvent is CCO (EtOH). Conditions: time 1 hour. Product: C(C)(=O)NCCNC(=O)C=1SC(=CC1)C1=NC=C(C(=N1)NC1=NNC(=C1)C1CC1)C#C (N-(2-acetamidoethyl)-5-(4-(5-cyclopropyl-1H-pyrazol-3-ylamino)-5-ethynylpyrimidin-2-yl)thiophene-2-carboxamide). RXN SMILES: [C:1]([NH:4][CH2:5][CH2:6][NH:7][C:8]([C:10]1[S:11][C:12]([C:15]2[N:20]=[C:19]([NH:21][C:22]3[CH:26]=[C:25]([CH:27]4[CH2:29][CH2:28]4)[N:24](C(=O)C)[N:23]=3)[C:18]([C:33]#[C:34][Si](C)(C)C)=[CH:17][N:16]=2)=[CH:13][CH:14]=1)=[O:9])(=[O:3])[CH3:2].C([O-])([O-])=O.[K+].[K+]>CCO>[C:1]([NH:4][CH2:5][CH2:6][NH:7][C:8]([C:10]1[S:11][C:12]([C:15]2[N:20]=[C:19]([NH:21][C:22]3[CH:26]=[C:25]([CH:27]4[CH2:28][CH2:29]4)[NH:24][N:23]=3)[C:18]([C:33]#[CH:34])=[CH:17][N:16]=2)=[CH:13][CH:14]=1)=[O:9])(=[O:3])[CH3:2] |f:1.2.3|. Procedure details: The mixture of N-(2-acetamidoethyl)-5-(4-(1-acetyl-5-cyclopropyl-1H-pyrazol-3-ylamino)-5-((trimethylsilyl)ethynyl)pyrimidin-2-yl)thiophene-2-carboxamide (96.1 mg, 0.17 mmol, 1.0 eq) and K2CO3 (70.4 mg, 0.51 mmol, 3.0 eq) in EtOH (10 mL) was stirred at room temperature for 1 h. The reaction mixture was filtered. The filtrate was concentrated to 2 mL. The conc. liquid was extracted with EtOAc and washed with water, brine and dried (Na2SO4) and filtered. The filtrate was concentrated to generate N-... Starting materials: Cc1ncnc(C)c1C(=O)NCCC(C)N1CCC(N(Cc2cccc(C#N)c2)c2ccc(C(=O)O)cc2)CC1, C1COCCN1. The product is Cc1ncnc(C)c1C(=O)NCCC(C)N1CCC(N(Cc2cccc(C#N)c2)c2ccc(C(=O)N3CCOCC3)cc2)CC1. Reaction SMILES: [C:1](#[N:2])[c:3]1[cH:4][c:5]([CH2:6][N:7]([c:8]2[cH:9][cH:10][c:11]([C:12](=[O:13])[OH:14])[cH:15][cH:16]2)[CH:17]2[CH2:18][CH2:19][N:20]([CH:23]([CH2:24][CH2:25][NH:26][C:27](=[O:28])[c:29]3[c:30]([CH3:36])[n:31][cH:32][n:33][c:34]3[CH3:35])[CH3:37])[CH2:21][CH2:22]2)[cH:38][cH:39][cH:40]1.[CH2:41]1[CH2:42][O:43][CH2:44][CH2:45][NH:46]1>>[C:1](#[N:2])[c:3]1[cH:4][c:5]([CH2:6][N:7]([c:8]2[cH:9][cH:10][c:11]([C:12](=[O:13])[N:46]3[CH2:41][CH2:42][O:43][CH2:44][CH2:45]3)[cH:15][cH:16]2)[CH:17]2[CH2:18][CH2:19][N:20]([CH:23]([CH2:24][CH2:25][NH:26][C:27](=[O:28])[c:29]3[c:30]([CH3:36])[n:31][cH:32][n:33][c:34]3[CH3:35])[CH3:37])[CH2:21][CH2:22]2)[cH:38][cH:39][cH:40]1. The reactants are C(C)(C)(C)OC(=O)N1[C@@H]2C[C@@H]2C[C@H]1C(NC1=CC(=CC(=C1)C(=O)O)Br)=O ((1R,3S,5R)-3-(3-bromo-5-carboxy-phenylcarbamoyl)-2-aza-bicyclo[3.1.0]hexane-2-carboxylic acid tert-butyl ester), N(=C=O)C1=CN(C2=CC=C(C=C12)OC)C(=O)N (3-Isocyanato-5-methoxy-indole-1-carboxylic acid amide). RXN SMILES: C([O:5][C:6]([N:8]1[C@H:13]([C:14](=[O:26])[NH:15][C:16]2[CH:21]=[C:20]([C:22]([OH:24])=[O:23])[CH:19]=[C:18]([Br:25])[CH:17]=2)[CH2:12][C@@H:11]2[C@H:9]1[CH2:10]2)=O)(C)(C)C.[N:27]([C:30]1[C:38]2[C:33](=[CH:34][CH:35]=[C:36]([O:39][CH3:40])[CH:37]=2)[N:32]([C:41]([NH2:43])=[O:42])[CH:31]=1)=C=O>O1CCOCC1>[Br:25][C:18]1[CH:19]=[C:20]([CH:21]=[C:16]([NH:15][C:14]([C@@H:13]2[CH2:12][C@@H:11]3[C@@H:9]([CH2:10]3)[N:8]2[C:6](=[O:5])[NH:27][C:30]2[C:38]3[C:33](=[CH:34][CH:35]=[C:36]([O:39][CH3:40])[CH:37]=3)[N:32]([C:41](=[O:42])[NH2:43])[CH:31]=2)=[O:26])[CH:17]=1)[C:22]([OH:24])=[O:23]. Solvent: O1CCOCC1 (dioxane). Procedure details: The title compound (White solid) was prepared according to the general procedure described in Scheme D5 (Steps B and C) using (1R,3S,5R)-3-(3-bromo-5-carboxy-phenylcarbamoyl)-2-aza-bicyclo[3.1.0]hexane-2-carboxylic acid tert-butyl ester) (prepared by using similar protocols as described in Scheme B7, except that the reaction mixture was heated at 65° C. in step A and dioxane was used instead of MeOH in step B) and 3-Isocyanato-5-methoxy-indole-1-carboxylic acid amide (prepared as described in Sc... Yields the product BrC=1C=C(C(=O)O)C=C(C1)NC(=O)[C@H]1N([C@@H]2C[C@@H]2C1)C(NC1=CN(C2=CC=C(C=C12)OC)C(N)=O)=O (3-Bromo-5-{[(1R,3S,5R)-2-(1-carbamoyl-5-methoxy-1H-indol-3-ylcarbamoyl)-2-aza-bicyclo[3.1.0]hexane-3-carbonyl]-amino}-benzoic acid). Reactants: C1(=CC=CC=C1)C1=NNC(=C1)C1=CC=CC=C1 (3,5-diphenylpyrazole), C1(=CC=CC=C1)S(=O)(=O)O (benzenesulfonic acid), CO (methanol). Yields the product CN1N=C(C=C1C1=CC=CC=C1)C1=CC=CC=C1 (1-methyl-3,5-diphenylpyrazole). Yield: 900.5%. As a reaction SMILES: [C:1]1([C:7]2[CH:11]=[C:10]([C:12]3[CH:17]=[CH:16][CH:15]=[CH:14][CH:13]=3)[NH:9][N:8]=2)[CH:6]=[CH:5][CH:4]=[CH:3][CH:2]=1.[C:18]1(S(O)(=O)=O)C=CC=CC=1.CO>>[CH3:18][N:8]1[C:7]([C:1]2[CH:6]=[CH:5][CH:4]=[CH:3][CH:2]=2)=[CH:11][C:10]([C:12]2[CH:17]=[CH:16][CH:15]=[CH:14][CH:13]=2)=[N:9]1. Reported procedure: As in Example 2, a melt of 10 g (0.0455 mol) of 3,5-diphenylpyrazole and 0.72 g (0.00455 mol) of benzenesulfonic acid was introduced and reacted over the course of 4.5 hours with 245 g (7.66 mol) of gaseous methanol (vaporized at 160° C.). 9.6 g (88.5%) of 1-methyl-3,5-diphenylpyrazole were obtained, boiling point 190° C./3 mbar, with a content of 98.2% (GC). Reactants: CC(=O)OC(C)=O, COc1ccc2c(c1)C1CCCCC1CC2=O, CC(=O)O, CCOC(C)=O, O=[N+]([O-])O. Yields the product COc1ccc2c(c1[N+](=O)[O-])C1CCCCC1CC2=O. As a reaction SMILES: [CH3:18][C:19]([O:20][C:21]([CH3:22])=[O:23])=[O:24].[CH3:1][O:2][c:3]1[cH:4][c:5]2[c:14]([cH:15][cH:16]1)[C:13](=[O:17])[CH2:12][CH:11]1[CH:6]2[CH2:7][CH2:8][CH2:9][CH2:10]1.[CH3:29][C:30](=[O:31])[OH:32].[CH3:33][CH2:34][O:35][C:36](=[O:37])[CH3:38].[OH:25][N+:26]([O-:27])=[O:28]>>[CH3:1][O:2][c:3]1[c:4]([N+:26](=[O:25])[O-:27])[c:5]2[c:14]([cH:15][cH:16]1)[C:13](=[O:17])[CH2:12][CH:11]1[CH:6]2[CH2:7][CH2:8][CH2:9][CH2:10]1.